From a dataset of the Open Reaction Database (ORD), a public repository of structured organic reaction records. describe an organic reaction: reactants, conditions, products, and yield Reaction SMILES: C[Si]([N-][Si](C)(C)C)(C)C.[Li+].[OH:11][C@@H:12]([CH2:22][O:23][CH:24]([CH3:26])[CH3:25])[C:13]([NH:15][C:16]1[S:20][N:19]=[C:18]([CH3:21])[N:17]=1)=[O:14].Cl[C:28]1[N:33]=[CH:32][N:31]=[C:30]2[N:34]([C:37]3[CH:42]=[CH:41][CH:40]=[CH:39][C:38]=3[Cl:43])[N:35]=[CH:36][C:29]=12>C1COCC1.CCOC(C)=O>[Cl:43][C:38]1[CH:39]=[CH:40][CH:41]=[CH:42][C:37]=1[N:34]1[C:30]2[N:31]=[CH:32][N:33]=[C:28]([O:11][C@@H:12]([CH2:22][O:23][CH:24]([CH3:26])[CH3:25])[C:13]([NH:15][C:16]3[S:20][N:19]=[C:18]([CH3:21])[N:17]=3)=[O:14])[C:29]=2[CH:36]=[N:35]1 |f:0.1|. Starting materials: C[Si](C)(C)[N-][Si](C)(C)C.[Li+] (lithium bis(trimethylsilyl)amide), O[C@H](C(=O)NC1=NC(=NS1)C)COC(C)C ((S)-2-hydroxy-3-isopropoxy-N-(3-methyl-1,2,4-thiadiazol-5-yl)propanamide), O[C@H](C(=O)NC1=NC(=NS1)C)COC(C)C ((S)-2-hydroxy-3-isopropoxy-N-(3-methyl-1,2,4-thiadiazol-5-yl)propanamide), ClC1=C2C(=NC=N1)N(N=C2)C2=C(C=CC=C2)Cl (4-chloro-1-(2-chlorophenyl)-1H-pyrazolo[3,4-d]pyrimidine), ClC1=C2C(=NC=N1)N(N=C2)C2=C(C=CC=C2)Cl (4-chloro-1-(2-chlorophenyl)-1H-pyrazolo[3,4-d]pyrimidine). Isolated yield 78.0%. The product is ClC1=C(C=CC=C1)N1N=CC=2C(=NC=NC21)O[C@H](C(=O)NC2=NC(=NS2)C)COC(C)C ((2S)-2-[1-(2-chlorophenyl)pyrazolo[4,5-e]pyrimidin-4-yl]oxy-N-(3-methyl-1,2,4-thiadiazol-5-yl)-3-propan-2-yloxypropanamide). Run at time 10 minute. Reported procedure: A solution of lithium bis(trimethylsilyl)amide (0.82 mL, 0.82 mmol) was added dropwise to a stirred solution of (S)-2-hydroxy-3-isopropoxy-N-(3-methyl-1,2,4-thiadiazol-5-yl)propanamide (Intermediate C9) (200 mg, 0.82 mmol) in anhydrous THF (5 mL) over a period of 3 minutes under nitrogen. The resulting suspension was stirred at ambient temperature for 10 minutes and then a solution of 4-chloro-1-(2-chlorophenyl)-1H-pyrazolo[3,4-d]pyrimidine (Intermediate B1) in dry THF (1.5 mL) was added dropwis... The solvent is CCOC(=O)C (EtOAc), C1CCOC1 (THF), C1CCOC1 (THF). The yield is 77.2%. The solvent is C(C)OCC (Diethyl ether), C1CCOC1 (THF). Procedure details: A 1.6 M solution of BuLi in pentane (30.7 ml, 49.2 mmol) was added to a solution of 5-(tert-butyl-dimethyl-silanyloxy)-1H-indole (9.36 g, 37.8 mmol) in THF (190 ml) at −78° C. within 20 min under an argon atmosphere. The reaction mixture was stirred for 20 min at −78° C. tert-Butyldimethylsilyl chloride (7.64 g, 49.2 mmol) was added and the reaction mixture was stirred for 10 min at −78° C. and for 1 h at RT. The mixture was chilled to −78° C., N-bromosuccinimide (7.64 g, 41.6 mmol) was added an... Starting materials: BrN1C(CCC1=O)=O (N-bromosuccinimide), [Si](C)(C)(C(C)(C)C)Cl (tert-Butyldimethylsilyl chloride), solution, [Li]CCCC (BuLi), CCCCC (pentane), C(C)(C)(C)[Si](OC=1C=C2C=CNC2=CC1)(C)C (5-(tert-butyl-dimethyl-silanyloxy)-1H-indole). The product is BrC1=CN(C2=CC=C(C=C12)O[Si](C)(C)C(C)(C)C)[Si](C)(C)C(C)(C)C (3-bromo-1-(tert-butyl-dimethyl-silanyl)-5-(tert-butyl-dimethyl-silanyloxy)-1H-indole). RXN SMILES: [Li]CCCC.CCCCC.[C:11]([Si:15]([CH3:27])([CH3:26])[O:16][C:17]1[CH:18]=[C:19]2[C:23](=[CH:24][CH:25]=1)[NH:22][CH:21]=[CH:20]2)([CH3:14])([CH3:13])[CH3:12].[Si:28](Cl)([C:31]([CH3:34])([CH3:33])[CH3:32])([CH3:30])[CH3:29].[Br:36]N1C(=O)CCC1=O>C1COCC1.C(OCC)C>[Br:36][C:20]1[C:19]2[C:23](=[CH:24][CH:25]=[C:17]([O:16][Si:15]([C:11]([CH3:14])([CH3:13])[CH3:12])([CH3:27])[CH3:26])[CH:18]=2)[N:22]([Si:28]([C:31]([CH3:34])([CH3:33])[CH3:32])([CH3:30])[CH3:29])[CH:21]=1. Conditions: temperature -78 celsius, time 1 hour. Starting materials: COC(=O)C(C)NC(=O)N1CCN(c2cc(N)nc3cc(Cl)ccc23)CC1, Cl, [Li+], [OH-], O. The product is CC(NC(=O)N1CCN(c2cc(N)nc3cc(Cl)ccc23)CC1)C(=O)O. Reaction SMILES: [CH3:1][O:2][C:3]([CH:4]([CH3:5])[NH:6][C:7](=[O:8])[N:9]1[CH2:10][CH2:11][N:12]([c:15]2[cH:16][c:17]([NH2:26])[n:18][c:19]3[cH:20][c:21]([Cl:25])[cH:22][cH:23][c:24]23)[CH2:13][CH2:14]1)=[O:27].[ClH:30].[Li+:29].[OH-:28].[OH2:31]>>[O:2]=[C:3]([CH:4]([CH3:5])[NH:6][C:7](=[O:8])[N:9]1[CH2:10][CH2:11][N:12]([c:15]2[cH:16][c:17]([NH2:26])[n:18][c:19]3[cH:20][c:21]([Cl:25])[cH:22][cH:23][c:24]23)[CH2:13][CH2:14]1)[OH:27]. Starting materials: C1(CC1)C1=CN=CC(=N1)C1=CNC2=CC=C(C=C12)C(=O)O (3-(6-cyclopropylpyrazin-2-yl)-1H-indole-5-carboxylic acid), C1(=CC=CC=C1)NC(NN)=O (4-phenylsemicarbazide), C(CCl)Cl (EDC), C=1C=CC2=C(C1)N=NN2O (HOBT), CCN(C(C)C)C(C)C (DIPEA), C1(=CC=CC=C1)NC(NN)=O (4-phenylsemicarbazide), C=1C=CC2=C(C1)N=NN2O (HOBT), C(CCl)Cl (EDC). Reaction SMILES: [CH:1]1([C:4]2[N:9]=[C:8]([C:10]3[C:18]4[C:13](=[CH:14][CH:15]=[C:16]([C:19]([OH:21])=O)[CH:17]=4)[NH:12][CH:11]=3)[CH:7]=[N:6][CH:5]=2)[CH2:3][CH2:2]1.[C:22]1([NH:28][C:29](=[O:32])[NH:30][NH2:31])[CH:27]=[CH:26][CH:25]=[CH:24][CH:23]=1.C(Cl)CCl.C1C=CC2N(O)N=NC=2C=1.CCN(C(C)C)C(C)C>CN(C=O)C.O>[CH:1]1([C:4]2[N:9]=[C:8]([C:10]3[C:18]4[C:13](=[CH:14][CH:15]=[C:16]([C:19]([NH:31][NH:30][C:29]([NH:28][C:22]5[CH:23]=[CH:24][CH:25]=[CH:26][CH:27]=5)=[O:32])=[O:21])[CH:17]=4)[NH:12][CH:11]=3)[CH:7]=[N:6][CH:5]=2)[CH2:2][CH2:3]1. The yield is 86.7%. Reaction conditions: temperature 25 celsius, time 3 hour. Procedure details: A mixture of 3-(6-cyclopropylpyrazin-2-yl)-1H-indole-5-carboxylic acid (204.5 mg, 0.732 mmol), 4-phenylsemicarbazide (111 mg, 0.732 mmol), EDC (140 mg, 0.732 mmol), and HOBT (112 mg, 0.732 mmol) in DMF (3.5 mL) was stirred at 25° C. for 3 h. DIPEA (0.255 mL, 1.464 mmol) was added and the resulting mixture was stirred at 25° C. for 2 h. Additional 4-phenylsemicarbazide (111 mg, 0.732 mmol), HOBT (112 mg, 0.732 mmol), and EDC (140 mg, 0.732 mmol) were sequentially added, and the resulting mixture ... Run in CN(C)C=O (DMF), O (H2O). Product: C1(CC1)C1=CN=CC(=N1)C1=CNC2=CC=C(C=C12)C(=O)NNC(=O)NC1=CC=CC=C1 (2-(3-(6-cyclopropylpyrazin-2-yl)-1H-indole-5-carbonyl)-N-phenylhydrazinecarboxamide). Reactants: CCCS(=O)(=O)c1ccc(C)c(C#Cc2cc(Cl)ccc2OCOC)c1, C1COCCO1, Cl. Product: CCCS(=O)(=O)c1ccc(C)c(C#Cc2cc(Cl)ccc2O)c1. Reaction SMILES: [CH2:1]([CH2:2][CH3:3])[S:4](=[O:5])(=[O:6])[c:7]1[cH:8][c:9]([C:14]#[C:15][c:16]2[c:17]([O:23][CH2:24][O:25][CH3:26])[cH:18][cH:19][c:20]([Cl:22])[cH:21]2)[c:10]([CH3:13])[cH:11][cH:12]1.[CH2:28]1[O:29][CH2:30][CH2:31][O:32][CH2:33]1.[ClH:27]>>[CH2:1]([CH2:2][CH3:3])[S:4](=[O:5])(=[O:6])[c:7]1[cH:8][c:9]([C:14]#[C:15][c:16]2[c:17]([OH:23])[cH:18][cH:19][c:20]([Cl:22])[cH:21]2)[c:10]([CH3:13])[cH:11][cH:12]1. RXN SMILES: [OH:1][C:2]1[CH:11]=[CH:10][CH:9]=[C:8]2[C:3]=1[CH:4]=[CH:5][CH:6]=[N:7]2.Cl[CH2:13][CH2:14][C:15]([OH:17])=[O:16]>[OH-].[K+]>[N:7]1[C:8]2[CH:9]=[CH:10][CH:11]=[C:2]([O:1][CH2:13][CH2:14][C:15]([OH:17])=[O:16])[C:3]=2[CH:4]=[CH:5][CH:6]=1 |f:2.3|. Starting materials: OC1=C2C=CC=NC2=CC=C1 (5-hydroxyquinoline), ice, ClCCC(=O)O (3-chloropropionic acid). Reported procedure: A solution of 5-hydroxyquinoline (4.91 g, 0.0340 mole) (Aldrich) in 17 ml 2 N potassium hydroxide was refluxed while an ice cold solution of 3-chloropropionic acid (4.05 g, 0.0373 mole) (Aldrich) in 18.6 ml 2 N potassium hydroxide was added during 1 minute. The pH was maintained at pH 9.5 by addition of 2 N potassium hydroxide. After 10 minutes, the mixture was allowed to come to room temperature and stirred for 16 hours. The pH of the solution was adjusted to pH 3.8 and the mixture evaporated i... Run in [OH-].[K+] (potassium hydroxide), [OH-].[K+] (potassium hydroxide), [OH-].[K+] (potassium hydroxide). Run at time 10 minute. The product is N1=CC=CC=2C(=CC=CC12)OCCC(=O)O (3-(5-quinolinoxy)-propionic acid).